From a dataset of the Open Reaction Database (ORD), a public repository of structured organic reaction records. describe an organic reaction: reactants, conditions, products, and yield The reactants are C1=CC=C(C=C1)C2=CC=C(C=C2)Br (4-biphenyl bromide), [Mg] (magnesium), C(CBr)Br (ethylenedibromide), C(C1=CC=CC=C1)(=O)C1=CC=NC=C1 (4-benzoylpyridine), [Cl-].[NH4+] (ammonium chloride). Conditions: temperature 25 celsius, time 0.5 hour. Run in O1CCCC1 (tetrahydrofuran), O1CCCC1 (THF), O1CCCC1 (THF). Reported procedure: A solution of 111.0 g (0.50 mole) of 4-biphenyl bromide in 200 ml of dry tetrahydrofuran (THF) was added slowly to a mixture of 12.10 g (0.5 gram-atom) of magnesium, 2 ml of ethylenedibromide and 200 ml of THF at such a rate as to maintain reflux. After addition the mixture was refluxed for 0.5 hours, cooled and treated over 0.5 hours with a solution of 82.3 g (0.45 mole) of 4-benzoylpyridine in 600 ml THF. The resulting slurry was stirred 0.5 hours at 25° C. and treated with 1000 ml 20% ammoniu... Reaction SMILES: [CH:1]1[CH:6]=[CH:5][C:4]([C:7]2[CH:12]=[CH:11][C:10](Br)=[CH:9][CH:8]=2)=[CH:3][CH:2]=1.[Mg].C(Br)CBr.[C:19]([C:27]1[CH:32]=[CH:31][N:30]=[CH:29][CH:28]=1)(=[O:26])[C:20]1[CH:25]=[CH:24][CH:23]=[CH:22][CH:21]=1.[Cl-].[NH4+]>O1CCCC1>[C:4]1([C:7]2[CH:12]=[CH:11][CH:10]=[CH:9][CH:8]=2)[CH:5]=[CH:6][CH:1]=[CH:2][C:3]=1[C:19]([C:20]1[CH:21]=[CH:22][CH:23]=[CH:24][CH:25]=1)([C:27]1[CH:32]=[CH:31][N:30]=[CH:29][CH:28]=1)[OH:26] |f:4.5|. Yields the product C1(=C(C=CC=C1)C(O)(C1=CC=NC=C1)C1=CC=CC=C1)C1=CC=CC=C1 (α-(1,4'-biphenyl)-yl-α-phenyl-4-pyridinemethanol). Starting materials: C(C)OC(=O)C1=CC=C(OCCCCC(=O)C=2C=C(N(C2)C)C=O)C=C1 (4-{5-[4-(Ethoxycarbonyl)phenoxy]pentanoyl}-2-formyl-1-methyl-1H-pyrrole), [Si](=O)=O.C(C)(=O)OCC (silicon dioxide ethyl acetate), [OH-].[K+] (potassium hydroxide), Cl (hydrochloric acid). The solvent is O (water), C(C)O (ethanol), C(C)(=O)O (acetic acid), C1(=CC=CC=C1)C (toluene). Reaction conditions: time 5 hour. Product: C(=O)(O)C1=CC=C(OCCCCC(=O)C=2C=C(N(C2)C)C=O)C=C1 (4-{5-[4-(Carboxy)phenoxy]pentanoyl}-2-formyl-1-methyl-1H-pyrrole). Reaction SMILES: C([O:3][C:4]([C:6]1[CH:26]=[CH:25][C:9]([O:10][CH2:11][CH2:12][CH2:13][CH2:14][C:15]([C:17]2[CH:18]=[C:19]([CH:23]=[O:24])[N:20]([CH3:22])[CH:21]=2)=[O:16])=[CH:8][CH:7]=1)=[O:5])C.[OH-].[K+].Cl.[Si](=O)=O.C(OCC)(=O)C>O.C1(C)C=CC=CC=1.C(O)(=O)C.C(O)C>[C:4]([C:6]1[CH:7]=[CH:8][C:9]([O:10][CH2:11][CH2:12][CH2:13][CH2:14][C:15]([C:17]2[CH:18]=[C:19]([CH:23]=[O:24])[N:20]([CH3:22])[CH:21]=2)=[O:16])=[CH:25][CH:26]=1)([OH:5])=[O:3] |f:1.2,4.5|. Procedure details: A mixture consisting of 17 (3.56 g, 0.01 mol), 2N potassium hydroxide and ethanol (95%; 35 ml) was stirred for 5 hrs. at 70° C. The resulting solution was diluted with water (70 ml), acidified with 12N hydrochloric acid, and extracted with ethyl acetate (3×20 ml). The collected organic extracts were washed with a saturated solution of sodium chloride to neutralization, dried on anhydrous sodium sulphate, and deprived of the solvent. A yellowish solid consisting of compound 18 was obtained (2.26 ... Reactants: C=1C=CC2=C(C1)N=NN2O (HOBt), CCN=C=NCCCN(C)C.Cl (EDC.HCl), C(C)(C)N(CC)C(C)C (diisopropylethyl amine), N[C@@H](CCCCNC(=O)OCC1=CC=CC=C1)C(=O)OC (Lys(Z)OMe), N([C@@H](CC1=CC=C(C=C1)OC(C)(C)C)C(=O)O)C(=O)OCC1C2=CC=CC=C2C2=CC=CC=C12 (FmocTyr(tBu)OH). Run in C(Cl)Cl (DCM). Reaction conditions: time 8 hour. Product: N([C@@H](CC1=CC=C(C=C1)OC(C)(C)C)C(=O)N[C@@H](CCCCNC(=O)OCC1=CC=CC=C1)C(=O)OC)C(=O)OCC1C2=CC=CC=C2C2=CC=CC=C12 (Fmoc-Tyr(tBu)-Lys(Z)-OMe). Isolated yield 97.5%. RXN SMILES: C(N(C(C)C)CC)(C)C.[NH2:10][C@H:11]([C:27]([O:29][CH3:30])=[O:28])[CH2:12][CH2:13][CH2:14][CH2:15][NH:16][C:17]([O:19][CH2:20][C:21]1[CH:26]=[CH:25][CH:24]=[CH:23][CH:22]=1)=[O:18].[NH:31]([C:48]([O:50][CH2:51][CH:52]1[C:64]2[C:59](=[CH:60][CH:61]=[CH:62][CH:63]=2)[C:58]2[C:53]1=[CH:54][CH:55]=[CH:56][CH:57]=2)=[O:49])[C@H:32]([C:45](O)=[O:46])[CH2:33][C:34]1[CH:39]=[CH:38][C:37]([O:40][C:41]([CH3:44])([CH3:43])[CH3:42])=[CH:36][CH:35]=1.C1C=CC2N(O)N=NC=2C=1.CCN=C=NCCCN(C)C.Cl>C(Cl)Cl>[NH:31]([C:48]([O:50][CH2:51][CH:52]1[C:64]2[C:59](=[CH:60][CH:61]=[CH:62][CH:63]=2)[C:58]2[C:53]1=[CH:54][CH:55]=[CH:56][CH:57]=2)=[O:49])[C@H:32]([C:45]([NH:10][C@H:11]([C:27]([O:29][CH3:30])=[O:28])[CH2:12][CH2:13][CH2:14][CH2:15][NH:16][C:17]([O:19][CH2:20][C:21]1[CH:26]=[CH:25][CH:24]=[CH:23][CH:22]=1)=[O:18])=[O:46])[CH2:33][C:34]1[CH:39]=[CH:38][C:37]([O:40][C:41]([CH3:42])([CH3:44])[CH3:43])=[CH:36][CH:35]=1 |f:4.5|. Procedure: To a solution of diisopropylethyl amine (1.19 mL, 3.43 mmol) in DCM (50 mL), was added Lys(Z)OMe (1.13 g, 3.43 mmol). To this solution was added FmocTyr(tBu)OH (1.50 g, 3.26 mmol), then HOBt (0.463 g, 3.43 mmol), and finally EDC.HCl (0.6571 g, 3.43 mmol). This solution was allowed to stir for 8 h at which time the organic solution was washed with 1N HCl (2×20 mL), then saturated NaHCO3 (2×20 mL), and finally H2O (2×20 mL). The organic layer was concentrated in vacuo to yield a white solid (2.34 ... The reactants are CCCCNC(=O)NS(=O)(=O)c1cccc2c1nnn2C, O=C(Cl)Cl, C1CN2CCN1CC2. Reaction SMILES: [CH2:1]([NH:2][C:6](=[O:7])[NH:8][S:9](=[O:10])(=[O:11])[c:12]1[cH:13][cH:14][cH:15][c:16]2[n:17]([CH3:21])[n:18][n:19][c:20]12)[CH2:3][CH2:4][CH3:5].[Cl:30][C:31](=[O:32])[Cl:33].[N:22]12[CH2:23][CH2:24][N:25]([CH2:26][CH2:27]1)[CH2:28][CH2:29]2>>[C:6](=[O:7])=[N:8][S:9](=[O:10])(=[O:11])[c:12]1[cH:13][cH:14][cH:15][c:16]2[n:17]([CH3:21])[n:18][n:19][c:20]12. The product is Cn1nnc2c(S(=O)(=O)N=C=O)cccc21. Starting materials: C(CCC)C=1N(C(=C(N1)Cl)C(=O)OC)CC1=CC=C(C=C1)C1=C(C=CC=C1)C1=C(C(C1=O)=O)OC(C)C (Methyl 2-butyl-4-chloro-1-[2'-(2-isopropoxy-3,4-dioxocyclobut-1-en-1-yl)biphenyl-4-ylmethyl]-1H-imidazole-5-carboxylate), C(C)(=O)O (acetic acid). Run in O (water). Product: C(CCC)C=1N(C(=C(N1)Cl)C(=O)OC)CC1=CC=C(C=C1)C1=C(C=CC=C1)C1=C(C(C1=O)=O)O (methyl 2-butyl-4-chloro-1-[2'-(2-hydroxy-3,4-dioxo-cyclobut-1-en-1-yl)biphenyl-4-ylmethyl]-1H-imidazole-5-carboxylate). RXN SMILES: [CH2:1]([C:5]1[N:6]([CH2:15][C:16]2[CH:21]=[CH:20][C:19]([C:22]3[CH:27]=[CH:26][CH:25]=[CH:24][C:23]=3[C:28]3[C:31](=[O:32])[C:30](=[O:33])[C:29]=3[O:34]C(C)C)=[CH:18][CH:17]=2)[C:7]([C:11]([O:13][CH3:14])=[O:12])=[C:8]([Cl:10])[N:9]=1)[CH2:2][CH2:3][CH3:4].C(O)(=O)C>O>[CH2:1]([C:5]1[N:6]([CH2:15][C:16]2[CH:17]=[CH:18][C:19]([C:22]3[CH:27]=[CH:26][CH:25]=[CH:24][C:23]=3[C:28]3[C:29](=[O:34])[C:30](=[O:33])[C:31]=3[OH:32])=[CH:20][CH:21]=2)[C:7]([C:11]([O:13][CH3:14])=[O:12])=[C:8]([Cl:10])[N:9]=1)[CH2:2][CH2:3][CH3:4]. Procedure details: Methyl 2-butyl-4-chloro-1-[2'-(2-isopropoxy-3,4-dioxocyclobut-1-en-1-yl)biphenyl-4-ylmethyl]-1H-imidazole-5-carboxylate (0.26 g; preparable as described in Example 27(c)) was heated in a mixture of glacial acetic acid (5 ml) and water (5 ml) at 95°-100° C. for 5 hours. The solvents were evaporated in vacuo and the residue obtained was purified by flash chromatography on silica gel (eluting with 10% rising to 30% industrial methylated spirit in ethyl acetate) to give methyl 2-butyl-4-chloro-1-[2'... Starting materials: C12(CC3CC(CC(C1)C3)C2)CC(=O)Cl (1-Adamantaneacetyl chloride), NN1C(=NC2=C(C1=O)C(=C(S2)C)C2=CC=CC=C2)C (3-amino-2,6-dimethyl-5-phenylthieno[2,3-d]pyrimidin-4(3H)-one). Yields the product C12(CC3CC(CC(C1)C3)C2)CC(=O)NN2C(=NC3=C(C2=O)C(=C(S3)C)C3=CC=CC=C3)C (2-(1-adamantyl)-N-(2,6-dimethyl-4-oxo-5-phenylthieno[2,3-d]pyrimidin-3(4H)-yl)acetamide). Reaction SMILES: [C:1]12([CH2:11][C:12](Cl)=[O:13])[CH2:10][CH:5]3[CH2:6][CH:7]([CH2:9][CH:3]([CH2:4]3)[CH2:2]1)[CH2:8]2.[NH2:15][N:16]1[C:21](=[O:22])[C:20]2[C:23]([C:27]3[CH:32]=[CH:31][CH:30]=[CH:29][CH:28]=3)=[C:24]([CH3:26])[S:25][C:19]=2[N:18]=[C:17]1[CH3:33]>>[C:1]12([CH2:11][C:12]([NH:15][N:16]3[C:21](=[O:22])[C:20]4[C:23]([C:27]5[CH:28]=[CH:29][CH:30]=[CH:31][CH:32]=5)=[C:24]([CH3:26])[S:25][C:19]=4[N:18]=[C:17]3[CH3:33])=[O:13])[CH2:10][CH:5]3[CH2:6][CH:7]([CH2:9][CH:3]([CH2:4]3)[CH2:2]1)[CH2:8]2. Procedure: 1-Adamantaneacetyl chloride and 3-amino-2,6-dimethyl-5-phenylthieno[2,3-d]pyrimidin-4(3H)-one (Matrix) were processed using the method described in Example 42C to afford the title compound. 1H NMR (300 MHz, DMSO-d6) δ ppm 0.87-1.08 (m, 6 H) 1.08 (s, 3 H) 1.19 (d, 3 H) 1.46-1.69 (m, 1 H) 1.75-2.06 (m, 7 H) 2.10-2.25 (m, 1 H) 2.27-2.44 (m, 2 H) 7.43-7.51 (m, 3 H) 7.54 (d, J=7.8 Hz, 1 H) 7.75-7.84 (m, 1 H) 8.08 (dd, J=7.9, 1.19 Hz, 1 H); MS (ESI+) m/z 448 (M+H)+. Reactants: C(#C)C=1C=NN2C1N=C(C=C2C(F)(F)F)C2=CC=C(C=C2)C(F)(F)F (3-ethynyl-7-trifluoromethyl-5-(4-trifluoromethyl-phenyl)-pyrazolo[1,5-a]pyrimidine), BrC=1C=CC(=NC1)C1CC1 (5-bromo-2-cyclopropyl-pyridine). The product is C1(CC1)C1=NC=C(C=C1)C#CC=1C=NN2C1N=C(C=C2C(F)(F)F)C2=CC=C(C=C2)C(F)(F)F (3-(2-Cyclopropyl-pyridin-5-ylethynyl)-7-trifluoromethyl-5-(4-trifluoromethyl-phenyl)-pyrazolo[1,5-a]pyrimidine), solid. Yield: 23.0%. As a reaction SMILES: [C:1]([C:3]1[CH:4]=[N:5][N:6]2[C:11]([C:12]([F:15])([F:14])[F:13])=[CH:10][C:9]([C:16]3[CH:21]=[CH:20][C:19]([C:22]([F:25])([F:24])[F:23])=[CH:18][CH:17]=3)=[N:8][C:7]=12)#[CH:2].Br[C:27]1[CH:28]=[CH:29][C:30]([CH:33]2[CH2:35][CH2:34]2)=[N:31][CH:32]=1>>[CH:33]1([C:30]2[CH:29]=[CH:28][C:27]([C:2]#[C:1][C:3]3[CH:4]=[N:5][N:6]4[C:11]([C:12]([F:14])([F:13])[F:15])=[CH:10][C:9]([C:16]5[CH:21]=[CH:20][C:19]([C:22]([F:25])([F:24])[F:23])=[CH:18][CH:17]=5)=[N:8][C:7]=34)=[CH:32][N:31]=2)[CH2:35][CH2:34]1. Procedure: The title compound was prepared from 3-ethynyl-7-trifluoromethyl-5-(4-trifluoromethyl-phenyl)-pyrazolo[1,5-a]pyrimidine (example C.1) (355 mg, 1.0 mmol) and 5-bromo-2-cyclopropyl-pyridine (Example B.11) (257 mg, 1.3 mmol) according to general procedure II. Obtained as an orange solid (110 mg, 23%). MS (ISP) 473.0 [(M+H)+]; mp 138-140° C. Starting materials: CC(C1=CC=CC=C1)(C)N=C=O (α,α-dimethylbenzyl-isocyanate), ClC1=C(CN)C=CC=C1 (2-chlorobenzylamine). Run at time 2 hour. The product is ClC1=C(CNC(=O)NC(C2=CC=CC=C2)(C)C)C=CC=C1 (1-(2-chlorobenzyl)-3-(α,α-dimethylbenzyl) urea). Isolated yield 93.9%. RXN SMILES: [CH3:1][C:2]([N:10]=[C:11]=[O:12])([CH3:9])[C:3]1[CH:8]=[CH:7][CH:6]=[CH:5][CH:4]=1.[Cl:13][C:14]1[CH:21]=[CH:20][CH:19]=[CH:18][C:15]=1[CH2:16][NH2:17]>>[Cl:13][C:14]1[CH:21]=[CH:20][CH:19]=[CH:18][C:15]=1[CH2:16][NH:17][C:11]([NH:10][C:2]([CH3:1])([CH3:9])[C:3]1[CH:8]=[CH:7][CH:6]=[CH:5][CH:4]=1)=[O:12]. Procedure details: A mixture consisting of 18.1 g of α,α-dimethylbenzyl-isocyanate and 14.2 g of 2-chlorobenzylamine was allowed to stand for 2 hours at room temperature. The white deposit formed was then filtered off. Washing with n-hexane and recrystallization from ethanol gave 28.5 g of colorless crystal product, m.p. 165°-166° C. Reactants: C(=O)[O-].[NH4+] (ammonium formate), C(=O)[O-].[NH4+] (ammonium formate), C(C)C(C(=O)[O-])(CC#N)C1=CC(=CC=C1)C1=CC=CC(=N1)C1=C(NC(=C1)C)C (ethyl-3-[2-(2,5-dimethylpyrrolyl)-6-pyridyl]phenyl-3-cyano-propionate), Cl (hydrochloric acid). Reagents/catalysts: [Pd] (palladium-on-carbon). Solvent: C(C)O (ethanol). The product is CC=1NC(=CC1C1=NC(=CC=C1)C1=CC=C(C=C1)C1C(NCC1)=O)C (2-(2,5-Dimethylpyrrolyl)-6-[4-(2-oxo-pyrrolidin-3-yl)-phenyl]-pyridine). Isolated yield 16.2%. RXN SMILES: C(C([C:10]1[CH:15]=[CH:14][CH:13]=[C:12]([C:16]2[N:21]=[C:20]([C:22]3[CH:26]=C(C)N[C:23]=3[CH3:28])[CH:19]=[CH:18][CH:17]=2)[CH:11]=1)(CC#N)C([O-])=O)C.Cl.[CH:30]([O-:32])=O.[NH4+:33]>[Pd].C(O)C>[CH3:14][C:13]1[NH:33][C:10]([CH3:15])=[CH:11][C:12]=1[C:16]1[CH:17]=[CH:18][CH:19]=[C:20]([C:22]2[CH:23]=[CH:28][C:17]([CH:18]3[CH2:19][CH2:20][NH:21][C:30]3=[O:32])=[CH:16][CH:26]=2)[N:21]=1 |f:2.3|. Procedure details: To a 125 mL round-bottomed flask equipped with condenser and N2 inlet were added 2.84 g (7.61 mmol) ethyl-3-[2-(2,5-dimethylpyrrolyl)-6-pyridyl]phenyl-3-cyano-propionate, 50 mL ethanol, and 1 mL concentrated hydrochloric acid. The solution was heated as 700 mg 10% palladium-on-carbon and 2.4 g (38.07 mmol) ammonium formate were added, and the reaction heated at 80° C. for 4.75 hours, with additional catalyst and ammonium formate at 1 hour intervals. The reaction was cooled and filtered through C... The reactants are [NH4+].[Cl-] (NH4Cl), [N+](=O)([O-])C1=C(C=C(C=C1)CC(=O)OCC)OCC(F)(F)F (Ethyl 2-(4-nitro-3-(2,2,2-trifluoroethoxy)phenyl)acetate), C(C(C)C)Br (isobutyl bromide), [H-].[Na+] (NaH). The solvent is CN(C)C=O (DMF). Reaction conditions: temperature 25 celsius, time 0.5 hour. Product: CC(CC(C(=O)OCC)C1=CC(=C(C=C1)[N+](=O)[O-])OCC(F)(F)F)C (ethyl 4-methyl-2-(4-nitro-3-(2,2,2-trifluoroethoxy)phenyl)pentanoate). Isolated yield 25.5%. Reaction SMILES: [N+:1]([C:4]1[CH:9]=[CH:8][C:7]([CH2:10][C:11]([O:13][CH2:14][CH3:15])=[O:12])=[CH:6][C:5]=1[O:16][CH2:17][C:18]([F:21])([F:20])[F:19])([O-:3])=[O:2].[H-].[Na+].[CH2:24](Br)[CH:25]([CH3:27])[CH3:26].[NH4+].[Cl-]>CN(C=O)C>[CH3:24][CH:25]([CH3:27])[CH2:26][CH:10]([C:7]1[CH:8]=[CH:9][C:4]([N+:1]([O-:3])=[O:2])=[C:5]([O:16][CH2:17][C:18]([F:19])([F:20])[F:21])[CH:6]=1)[C:11]([O:13][CH2:14][CH3:15])=[O:12] |f:1.2,4.5|. Procedure details: Ethyl 2-(4-nitro-3-(2,2,2-trifluoroethoxy)phenyl)acetate (4 g, 16.2 mmol) was dissolved in 50 mL anhydrous DMF and NaH (60% wt. in oil, 0.846 g, 21.1 mmol) was added at 0° C. The reaction mixture was stirred for 0.5 h at 25° C. and isobutyl bromide (2.12 mL, 19.5 mmol) was added drop wise at 0° C. The reaction mixture was stirred at 0° C. for 1 h and saturated NH4Cl solution was added. The reaction mixture was extracted with EtOAc (3×20 mL) and the combined organic phases were washed with water ...